Task: describe an organic reaction: reactants, conditions, products, and yield. Dataset: the Open Reaction Database (ORD), a public repository of structured organic reaction records Reactants: C(C)OC(CCC=1C=C2C(=CC1)N(CC21CN(CC1)C(=O)OC(C)(C)C)C(=O)OCC[Si](C)(C)C)=O (1-(2-(trimethylsilyl)ethyl) 1′-tert-butyl 5-(3-ethoxy-3-oxopropyl)spiro[indoline-3,3′-pyrrolidine]-1,1′-dicarboxylate), Cl.N1CCC1 (azetidine hydrochloride), NC=1SC(=CN1)OC (2-amino-5-methoxythiazole), C(C)(=O)OCC(=O)Cl (acetoxyacetyl chloride). Product: N1(CCC1)C(CCC=1C=C2C(=CC1)N(CC21CN(CC1)C(CO)=O)C(=O)NC=1SC(=CN1)OC)=O (5-(3-(azetidin-1-yl)-3-oxopropyl)-1′-(2-hydroxyacetyl)-N-(5-methoxythiazol-2-yl)spiro[indoline-3,3′-pyrrolidine]-1-carboxamide). As a reaction SMILES: C(O[C:4](=[O:36])[CH2:5][CH2:6][C:7]1[CH:8]=[C:9]2[C:15]3([CH2:19][CH2:18][N:17]([C:20]([O:22]C(C)(C)C)=O)[CH2:16]3)[CH2:14][N:13]([C:27](OCC[Si](C)(C)C)=[O:28])[C:10]2=[CH:11][CH:12]=1)C.[NH2:37][C:38]1[S:39][C:40]([O:43][CH3:44])=[CH:41][N:42]=1.C(OC[C:50](Cl)=[O:51])(=O)C.Cl.[NH:54]1[CH2:57][CH2:56][CH2:55]1>>[N:54]1([C:4](=[O:36])[CH2:5][CH2:6][C:7]2[CH:8]=[C:9]3[C:15]4([CH2:19][CH2:18][N:17]([C:20](=[O:22])[CH2:50][OH:51])[CH2:16]4)[CH2:14][N:13]([C:27]([NH:37][C:38]4[S:39][C:40]([O:43][CH3:44])=[CH:41][N:42]=4)=[O:28])[C:10]3=[CH:11][CH:12]=2)[CH2:57][CH2:56][CH2:55]1 |f:3.4|. Procedure: The captioned compound was obtained in the form of a white solid by performing the same reactions and/or treatments as those in Step 5 of Example 383, and Examples 1, 2, 3, 29, and 85, with the exceptions that the 1-(2-(trimethylsilyl)ethyl) 1′-tert-butyl 5-(3-ethoxy-3-oxopropyl)spiro[indoline-3,3′-pyrrolidine]-1,1′-dicarboxylate obtained in Step 1 of Example 412 was used instead of 1-(2-(trimethylsilyl)ethyl) 1′-tert-butyl 5-(methylsulfonyl)spiro[indoline-3,3′-pyrrolidine]-1,1′-dicarboxylate, t... Starting materials: C=Cc1ccc2nc(-c3ccccc3)cc(OC3CC(C(=O)OC)N(C(=O)C(CCCC)NC(=O)OC(C)(C)C)C3)c2c1, C=CCCCS(=O)(=O)Cl, CCOC(C)=O, CCN(C(C)C)C(C)C, Cl, CN(C)C=O. Product: C=CCCCS(=O)(=O)NC(CCCC)C(=O)N1CC(Oc2cc(-c3ccccc3)nc3ccc(C=C)cc23)CC1C(=O)OC. Reaction SMILES: [C:1]([O:2][C:3](=[O:4])[NH:8][CH:9]([CH2:10][CH2:11][CH2:12][CH3:13])[C:14](=[O:15])[N:16]1[CH:17]([C:18](=[O:19])[O:20][CH3:21])[CH2:22][CH:23]([O:25][c:26]2[cH:27][c:28](-[c:38]3[cH:39][cH:40][cH:41][cH:42][cH:43]3)[n:29][c:30]3[cH:31][cH:32][c:33]([CH:36]=[CH2:37])[cH:34][c:35]23)[CH2:24]1)([CH3:5])([CH3:6])[CH3:7].[CH2:54]([CH2:55][CH2:56][CH:57]=[CH2:58])[S:59](=[O:60])(=[O:61])[Cl:62].[CH3:63][CH2:64][O:65][C:66]([CH3:67])=[O:68].[CH:45]([N:46]([CH2:47][CH3:48])[CH:49]([CH3:50])[CH3:51])([CH3:52])[CH3:53].[ClH:44].[O:69]=[CH:70][N:71]([CH3:72])[CH3:73]>>[NH:8]([CH:9]([CH2:10][CH2:11][CH2:12][CH3:13])[C:14](=[O:15])[N:16]1[CH:17]([C:18](=[O:19])[O:20][CH3:21])[CH2:22][CH:23]([O:25][c:26]2[cH:27][c:28](-[c:38]3[cH:39][cH:40][cH:41][cH:42][cH:43]3)[n:29][c:30]3[cH:31][cH:32][c:33]([CH:36]=[CH2:37])[cH:34][c:35]23)[CH2:24]1)[S:59]([CH2:54][CH2:55][CH2:56][CH:57]=[CH2:58])(=[O:60])=[O:61]. Starting materials: C(CCCCCCC\C=C/CCCCCCCC)OCC(OCCCCCCCC\C=C/CCCCCCCC)COC(C1=CC=CC=C1)(C1=CC=CC=C1)C1=CC=CC=C1 (1,2-O-Dioleyl-3-O-tritylglycerol). The solvent is ClC(C(=O)O)(Cl)Cl.C(Cl)Cl (trichloroacetic acid methylene chloride). Yields the product C(CCCCCCC\C=C/CCCCCCCC)OCC(OCCCCCCCC\C=C/CCCCCCCC)CO (1,2-O-dioleylglycerol). Isolated yield 86.6%. Reaction SMILES: [CH2:1]([O:19][CH2:20][CH:21]([CH2:41][O:42]C(C1C=CC=CC=1)(C1C=CC=CC=1)C1C=CC=CC=1)[O:22][CH2:23][CH2:24][CH2:25][CH2:26][CH2:27][CH2:28][CH2:29][CH2:30]/[CH:31]=[CH:32]\[CH2:33][CH2:34][CH2:35][CH2:36][CH2:37][CH2:38][CH2:39][CH3:40])[CH2:2][CH2:3][CH2:4][CH2:5][CH2:6][CH2:7][CH2:8]/[CH:9]=[CH:10]\[CH2:11][CH2:12][CH2:13][CH2:14][CH2:15][CH2:16][CH2:17][CH3:18]>ClC(Cl)(Cl)C(O)=O.C(Cl)Cl>[CH2:1]([O:19][CH2:20][CH:21]([CH2:41][OH:42])[O:22][CH2:23][CH2:24][CH2:25][CH2:26][CH2:27][CH2:28][CH2:29][CH2:30]/[CH:31]=[CH:32]\[CH2:33][CH2:34][CH2:35][CH2:36][CH2:37][CH2:38][CH2:39][CH3:40])[CH2:2][CH2:3][CH2:4][CH2:5][CH2:6][CH2:7][CH2:8]/[CH:9]=[CH:10]\[CH2:11][CH2:12][CH2:13][CH2:14][CH2:15][CH2:16][CH2:17][CH3:18] |f:1.2|. Procedure details: 1,2-O-Dioleyl-3-O-tritylglycerol (6.10 g, 7.3 mmol) was reacted with 5% trichloroacetic acid/methylene chloride (50 ml, w/v) at ambient temperature for 1 hour. The organic layer was then washed with saturated aqueous sodium hydrogen carbonate solution and water, dried, and concentrated. The residue was purified by column chromatography (silica gel/chloroform) to provide 3.75 g (87%) of the title compound.